This data is from the Open Reaction Database (ORD), a public repository of structured organic reaction records. The task is: describe an organic reaction: reactants, conditions, products, and yield The reactants are IC1=CC(=C(C(=O)OC)C=C1)C1=C(C=CC=C1)C (Methyl 4-Iodo-2-(2-methylphenyl)benzoate), [C-]#N.[K+] (KCN). The reagents and catalysts are C=1C=CC(=CC1)[P](C=2C=CC=CC2)(C=3C=CC=CC3)[Pd]([P](C=4C=CC=CC4)(C=5C=CC=CC5)C=6C=CC=CC6)([P](C=7C=CC=CC7)(C=8C=CC=CC8)C=9C=CC=CC9)[P](C=1C=CC=CC1)(C=1C=CC=CC1)C=1C=CC=CC1 (Pd(PPh3)4). Solvent: C1CCOC1 (THF). Yields the product C(#N)C1=CC(=C(C(=O)OC)C=C1)C1=C(C=CC=C1)C (Methyl 4-Cyano-2-(2-methylphenyl)benzoate). Yield: 88.3%. RXN SMILES: I[C:2]1[CH:11]=[CH:10][C:5]([C:6]([O:8][CH3:9])=[O:7])=[C:4]([C:12]2[CH:17]=[CH:16][CH:15]=[CH:14][C:13]=2[CH3:18])[CH:3]=1.[C-:19]#[N:20].[K+]>C1COCC1.C1C=CC([P]([Pd]([P](C2C=CC=CC=2)(C2C=CC=CC=2)C2C=CC=CC=2)([P](C2C=CC=CC=2)(C2C=CC=CC=2)C2C=CC=CC=2)[P](C2C=CC=CC=2)(C2C=CC=CC=2)C2C=CC=CC=2)(C2C=CC=CC=2)C2C=CC=CC=2)=CC=1>[C:19]([C:2]1[CH:11]=[CH:10][C:5]([C:6]([O:8][CH3:9])=[O:7])=[C:4]([C:12]2[CH:17]=[CH:16][CH:15]=[CH:14][C:13]=2[CH3:18])[CH:3]=1)#[N:20] |f:1.2,^1:30,32,51,70|. Reported procedure: The compound from Example 954B (1.55 g, 4.41 mmol) was dissolved in 10 mL of THF. Then Pd(PPh3)4 (120 mg, 2.2% eq) and powdered KCN (430 mg, 6.61 mmol, 1.5 eq) was added. The mixture was refluxed for 12 hr. GC/MS showed all the starting material was converted to the product. The mixture was extracted with ethyl acetate and water. After evaporation of solvents, the residue was purified by flash column chromatography (10:1=hexane/ethyl acetate) to give an oily product (978 mg, 88% yield). 1H NMR (... Starting materials: O=N[O-], Nc1cc(=O)n(CC2CC2)c(=O)n1CC1CC1, Nc1c(N=O)c(=O)n(C2CC2)c(=O)n1C1CC1, [Na+]. The product is Nc1c(N)n(C2CC2)c(=O)n(C2CC2)c1=O. As a reaction SMILES: [N:35]([O-:36])=[O:37].[NH2:18][c:19]1[n:20]([CH2:21][CH:22]2[CH2:23][CH2:24]2)[c:25](=[O:26])[n:27]([CH2:28][CH:29]2[CH2:30][CH2:31]2)[c:32](=[O:33])[cH:34]1.[NH2:1][c:2]1[c:3]([N:16]=[O:17])[c:4](=[O:15])[n:5]([CH:12]2[CH2:13][CH2:14]2)[c:6](=[O:11])[n:7]1[CH:8]1[CH2:9][CH2:10]1.[Na+:38]>>[NH2:1][c:2]1[c:3]([NH2:16])[c:4](=[O:15])[n:5]([CH:12]2[CH2:13][CH2:14]2)[c:6](=[O:11])[n:7]1[CH:8]1[CH2:9][CH2:10]1. Reactants: ClC1=NC=CC=C1O (2-chloro-3-hydroxypyridine), CNC (dimethylamine), C=O (formaldehyde). The solvent is O (water). Product: Cl.CN(C)CC1=NC(=C(C=C1)O)Cl (2-(dimethylaminomethyl)-5-hydroxy-6-chloropyridine hydrochloride). RXN SMILES: [Cl:1][C:2]1[C:7]([OH:8])=[CH:6][CH:5]=[CH:4][N:3]=1.[CH3:9][NH:10][CH3:11].[CH2:12]=O>O>[ClH:1].[CH3:9][N:10]([CH2:12][C:4]1[CH:5]=[CH:6][C:7]([OH:8])=[C:2]([Cl:1])[N:3]=1)[CH3:11] |f:4.5|. Reported procedure: A solution of 2-chloro-3-hydroxypyridine (12.95 g), 50% aqueous dimethylamine (15 ml) and 40% aqueous formaldehyde (10 ml) in water (30 ml) was heated on a steam bath for 21/2 hours and then allowed to stand at room temperature (20°) overnight. The solution was evaporated and the residue was taken up in chloroform. The solution was decanted off from some insoluble material, dried (Na2SO4) and evaporated to small bulk. An excess of ethereal hydrogen chloride was added and the resulting hydrochlor...